From a dataset of the Open Reaction Database (ORD), a public repository of structured organic reaction records. describe an organic reaction: reactants, conditions, products, and yield Starting materials: ClCC(=O)C1=CC(=C(C=C1)O)C=NC(C)(C)C (2-Chloro-1-[3-[[(1,1-dimethylethyl)imino]methyl]-4-hydroxyphenyl]ethanone), CC(C)(N)C (1,1-dimethylethanamine), S(O)(O)(=O)=O (sulfuric acid), O (water). Solvent: CC(C)O (2-propanol), CC(C)O (2-propanol). Reaction conditions: time 50 minute. Yields the product S(=O)(=O)(O)O.CC(C)(C)NCC(=O)C=1C=CC(=C(C=O)C1)O.CC(C)(C)NCC(=O)C=1C=CC(=C(C=O)C1)O (5-[[(1,1-Dimethylethyl)Amino]-Acetyl]-2-Hydroxybenzaldehyde Hemisulfate). RXN SMILES: Cl[CH2:2][C:3]([C:5]1[CH:10]=[CH:9][C:8]([OH:11])=[C:7]([CH:12]=NC(C)(C)C)[CH:6]=1)=[O:4].[CH3:18][C:19]([CH3:22])([NH2:21])[CH3:20].[S:23](=[O:27])(=[O:26])([OH:25])[OH:24].[OH2:28]>CC(O)C>[S:23]([OH:27])([OH:26])(=[O:25])=[O:24].[CH3:18][C:19]([NH:21][CH2:2][C:3]([C:5]1[CH:10]=[CH:9][C:8]([OH:11])=[C:7]([CH:6]=1)[CH:12]=[O:28])=[O:4])([CH3:22])[CH3:20].[CH3:18][C:19]([NH:21][CH2:2][C:3]([C:5]1[CH:10]=[CH:9][C:8]([OH:11])=[C:7]([CH:6]=1)[CH:12]=[O:24])=[O:4])([CH3:22])[CH3:20] |f:5.6.7|. Procedure details: 5-(Bromoacetyl)-2-hydroxybenzaldehyde (10g) is suspended in 2-propanol (60ml) under an inert atmosphere and cooled to 0°. To the stirring slurry is added 1,1-dimethylethanamine (13 ml) and the reaction mixture permitted to warm to room temperature and stir for 50 minutes. The solution is then treated with a mixture of concentrated sulfuric acid (3.5ml), 2-propanol (6.5ml) and deionized water (5ml). The reaction mixture is stirred for a further 18 hours whereupon the title compound (10.2g) is iso... Reactants: CCNCC, CCOCC, O=S(=O)(Cl)CCCCCCCl. Product: CCN(CC)S(=O)(=O)CCCCCCCl. As a reaction SMILES: [CH2:12]([CH3:13])[NH:14][CH2:15][CH3:16].[CH3:17][CH2:18][O:19][CH2:20][CH3:21].[Cl:1][CH2:2][CH2:3][CH2:4][CH2:5][CH2:6][CH2:7][S:8](=[O:9])(=[O:10])[Cl:11]>>[Cl:1][CH2:2][CH2:3][CH2:4][CH2:5][CH2:6][CH2:7][S:8](=[O:9])(=[O:10])[N:14]([CH2:12][CH3:13])[CH2:15][CH3:16]. Reaction SMILES: [C@@H:1]1([N:9]2[CH:16]=[CH:15][C:13]([NH2:14])=[N:12][C:10]2=[O:11])[O:8][C@H:5]([CH2:6][OH:7])[C@@H:3]([OH:4])[CH2:2]1.[CH3:17][C:18]([Si:21](Cl)([CH3:23])[CH3:22])([CH3:20])[CH3:19].CN(C=O)C>CO>[Si:21]([C@@:3]1([OH:4])[C@@H:5]([CH2:6][O:7][Si:21]([C:18]([CH3:20])([CH3:19])[CH3:17])([CH3:23])[CH3:22])[O:8][C@@H:1]([N:9]2[CH:16]=[CH:15][C:13]([NH2:14])=[N:12][C:10]2=[O:11])[CH2:2]1)([C:18]([CH3:20])([CH3:19])[CH3:17])([CH3:23])[CH3:22]. The solvent is CO (Methanol). Procedure details: 2′-deoxycytidine dC (2.85 g, 12.54 mmol), imidiazole (6.49 g, 95.31 mmol), and TBSCl (7.18 g, 47.65 mmol) were added to anhydrous DMF (27 mL) and stirred at room temperature overnight under a N2 atmosphere. Methanol (20 mL) was added, and the mixture was stirred for 30 minutes and then concentrated in vacuo. Ethyl acetate (60 mL) and water (60 mL) were then added. The organic layer was separated and washed twice with water (20 mL), and the combined aqueous layer was extracted with ethyl acetate ... Run at time 8 hour. Starting materials: [C@@H]1(C[C@H](O)[C@@H](CO)O1)N1C(=O)N=C(N)C=C1 (2′-deoxycytidine), CC(C)(C)[Si](C)(C)Cl (TBSCl), CN(C)C=O (DMF). Yields the product [Si](C)(C)(C(C)(C)C)[C@@]1(C[C@@H](O[C@@H]1CO[Si](C)(C)C(C)(C)C)N1C(=O)N=C(N)C=C1)O (3′,5′-O-bis-tert-butyldimethylsilyl-2′-deoxycytidine). The reactants are OC1=C(C(=O)NCC2=NC=CC=C2)C=C(C=C1)OCC(F)(F)F (2-hydroxy-N-(2-pyridylmethyl)-5-(2,2,2-trifluoroethoxy)benzamide), BrCC(=O)OCC (ethyl bromoacetate). The product is C(C)OC(=O)COC1=C(C(=O)NCC2=NC=CC=C2)C=C(C=C1)OCC(F)(F)F ((ethoxycarbonylmethoxy)-N-(2-pyridylmethyl)-5-(2,2,2-trifluoroethoxy)benzamide). As a reaction SMILES: [OH:1][C:2]1[CH:17]=[CH:16][C:15]([O:18][CH2:19][C:20]([F:23])([F:22])[F:21])=[CH:14][C:3]=1[C:4]([NH:6][CH2:7][C:8]1[CH:13]=[CH:12][CH:11]=[CH:10][N:9]=1)=[O:5].Br[CH2:25][C:26]([O:28][CH2:29][CH3:30])=[O:27]>>[CH2:29]([O:28][C:26]([CH2:25][O:1][C:2]1[CH:17]=[CH:16][C:15]([O:18][CH2:19][C:20]([F:23])([F:21])[F:22])=[CH:14][C:3]=1[C:4]([NH:6][CH2:7][C:8]1[CH:13]=[CH:12][CH:11]=[CH:10][N:9]=1)=[O:5])=[O:27])[CH3:30]. Reported procedure: Using the general method of Example I Part A, 9.8 g (0.03 mole) of 2-hydroxy-N-(2-pyridylmethyl)-5-(2,2,2-trifluoroethoxy)benzamide was reacted with 7.0 g (0.042 mole) of ethyl bromoacetate to give 7.6 g of ivory powdery -(ethoxycarbonylmethoxy)-N-(2-pyridylmethyl)-5-(2,2,2-trifluoroethoxy)benzamide, m.p. 109°-111° C. Reactants: COc1ccccc1, CCn1c(=O)c(-c2cc(NC(=O)Nc3cccc(CN4CCN(C)CC4)c3)c(F)cc2Cl)cc2cnc(N(C)Cc3ccc(OC)cc3)cc21, O=C(O)C(F)(F)F. Product: CCn1c(=O)c(-c2cc(NC(=O)Nc3cccc(CN4CCN(C)CC4)c3)c(F)cc2Cl)cc2cnc(NC)cc21. As a reaction SMILES: [CH3:51][O:52][c:53]1[cH:54][cH:55][cH:56][cH:57][cH:58]1.[Cl:1][c:2]1[cH:3][c:4]([F:50])[c:5]([NH:32][C:33](=[O:34])[NH:35][c:36]2[cH:37][c:38]([CH2:42][N:43]3[CH2:44][CH2:45][N:46]([CH3:49])[CH2:47][CH2:48]3)[cH:39][cH:40][cH:41]2)[cH:6][c:7]1-[c:8]1[c:9](=[O:31])[n:10]([CH2:29][CH3:30])[c:11]2[cH:12][c:13]([N:18]([CH3:19])[CH2:20][c:21]3[cH:22][cH:23][c:24]([O:25][CH3:26])[cH:27][cH:28]3)[n:14][cH:15][c:16]2[cH:17]1.[F:59][C:60]([F:61])([F:62])[C:63]([OH:64])=[O:65]>>[Cl:1][c:2]1[cH:3][c:4]([F:50])[c:5]([NH:32][C:33](=[O:34])[NH:35][c:36]2[cH:37][c:38]([CH2:42][N:43]3[CH2:44][CH2:45][N:46]([CH3:49])[CH2:47][CH2:48]3)[cH:39][cH:40][cH:41]2)[cH:6][c:7]1-[c:8]1[c:9](=[O:31])[n:10]([CH2:29][CH3:30])[c:11]2[cH:12][c:13]([NH:18][CH3:19])[n:14][cH:15][c:16]2[cH:17]1. Reactants: [H][H] (hydrogen), COC(=O)COC(C1=C(C=C(C(=C1)[N+](=O)[O-])F)Cl)=S (2-chloro-4-fluoro-5-nitrothiobenzoic acid (methoxycarbonylmethyl) ester). The reagents and catalysts are [Ni] (Raney nickel). The solvent is O1CCCC1 (tetrahydrofuran). The product is COC(=O)COC(C1=C(C=C(C(=C1)N)F)Cl)=S (5-amino-2-chloro-4-fluorothiobenzoic acid (methoxycarbonylmethyl) ester). The yield is 91.6%. RXN SMILES: [CH3:1][O:2][C:3]([CH2:5][O:6][C:7](=[S:19])[C:8]1[CH:13]=[C:12]([N+:14]([O-])=O)[C:11]([F:17])=[CH:10][C:9]=1[Cl:18])=[O:4].[H][H]>O1CCCC1.[Ni]>[CH3:1][O:2][C:3]([CH2:5][O:6][C:7](=[S:19])[C:8]1[CH:13]=[C:12]([NH2:14])[C:11]([F:17])=[CH:10][C:9]=1[Cl:18])=[O:4]. Procedure details: 10.4 g of the resulting 2-chloro-4-fluoro-5-nitrothiobenzoic acid (methoxycarbonylmethyl) ester are hydrogenated with hydrogen under normal pressure in 150 ml of tetrahydrofuran at a temperature of from 20° to 25° C. in the presence of 2 g of Raney nickel catalyst. When the stoichiometric amount of hydrogen has been consumed, the catalyst is separated off and the solution is concentrated by evaporation to yield 8.6 g of 5-amino-2-chloro-4-fluorothiobenzoic acid (methoxycarbonylmethyl) ester havi... The reactants are COc1cc2c(cc1[N+](=O)[O-])N(C)C(=O)CN(C(=O)C(F)(F)F)C2, CCOCC, CO, N. The product is COc1cc2c(cc1[N+](=O)[O-])N(C)C(=O)CNC2. Reaction SMILES: [CH3:1][O:2][c:3]1[cH:4][c:5]2[c:6]([cH:20][c:21]1[N+:22](=[O:23])[O-:24])[N:7]([CH3:19])[C:8](=[O:18])[CH2:9][N:10]([C:12](=[O:13])[C:14]([F:15])([F:16])[F:17])[CH2:11]2.[CH3:26][CH2:27][O:28][CH2:29][CH3:30].[CH3:31][OH:32].[NH3:25]>>[CH3:1][O:2][c:3]1[cH:4][c:5]2[c:6]([cH:20][c:21]1[N+:22](=[O:23])[O-:24])[N:7]([CH3:19])[C:8](=[O:18])[CH2:9][NH:10][CH2:11]2.